This data is from the Open Reaction Database (ORD), a public repository of structured organic reaction records. The task is: describe an organic reaction: reactants, conditions, products, and yield Reactants: OC1=C(C=CC(=C1CCC)OCCCC#CCO)C(C)=O (1-[2-hydroxy-4-[(6-hydroxy-4-hexynyl)oxy]-3-propylphenyl]ethanone). Reagents/catalysts: [O-2].[Mn+2] (manganese oxide). Run in C(Cl)Cl (methylene chloride). Reaction conditions: time 2 hour. Product: C(C)(=O)C1=C(C(=C(OCCCC#CC=O)C=C1)CCC)O (6-(4-Acetyl-3-hydroxy-2-propylphenoxy)-2-hexynal). Isolated yield 73.0%. RXN SMILES: [OH:1][C:2]1[C:7]([CH2:8][CH2:9][CH3:10])=[C:6]([O:11][CH2:12][CH2:13][CH2:14][C:15]#[C:16][CH2:17][OH:18])[CH:5]=[CH:4][C:3]=1[C:19](=[O:21])[CH3:20]>C(Cl)Cl.[O-2].[Mn+2]>[C:19]([C:3]1[CH:4]=[CH:5][C:6]([O:11][CH2:12][CH2:13][CH2:14][C:15]#[C:16][CH:17]=[O:18])=[C:7]([CH2:8][CH2:9][CH3:10])[C:2]=1[OH:1])(=[O:21])[CH3:20] |f:2.3|. Procedure: To 2.07 g of 1-[2-hydroxy-4-[(6-hydroxy-4-hexynyl)oxy]-3-propylphenyl]ethanone in 150 ml of methylene chloride at 25° was added 20.7 g of activated manganese oxide and the mixture was stirred for 2 hours. After filtration, the filtrate was concentrated in vacuo to yield 1.50 g (73% yield) of the titled compound. Reactants: Cc1ccc(C(=O)Cl)cn1, COc1cc2ncnc(Oc3ccc(N)cc3)c2cc1OC, Cc1ccc(C(=O)N=C=S)cn1, Cc1ccccc1, Cc1ccc(C(=O)O)cn1, CCO, O=S(Cl)Cl. Yields the product COc1cc2ncnc(Oc3ccc(NC(=S)NC(=O)c4ccc(C)nc4)cc3)c2cc1OC. Reaction SMILES: [CH3:15][c:16]1[n:17][cH:18][c:19]([C:20]([Cl:21])=[O:22])[cH:23][cH:24]1.[CH3:25][O:26][c:27]1[cH:28][c:29]2[c:30]([O:39][c:40]3[cH:41][cH:42][c:43]([NH2:44])[cH:45][cH:46]3)[n:31][cH:32][n:33][c:34]2[cH:35][c:36]1[O:37][CH3:38].[CH3:47][c:48]1[cH:49][cH:50][c:51]([C:54](=[O:55])[N:56]=[C:57]=[S:58])[cH:52][n:53]1.[CH3:59][c:60]1[cH:61][cH:62][cH:63][cH:64][cH:65]1.[CH3:5][c:6]1[cH:7][cH:8][c:9]([C:10]([OH:11])=[O:12])[cH:13][n:14]1.[CH3:66][CH2:67][OH:68].[S:1]([Cl:2])([Cl:3])=[O:4]>>[CH3:25][O:26][c:27]1[cH:28][c:29]2[c:30]([O:39][c:40]3[cH:41][cH:42][c:43]([NH:44][C:57]([NH:56][C:54]([c:51]4[cH:50][cH:49][c:48]([CH3:47])[n:53][cH:52]4)=[O:55])=[S:58])[cH:45][cH:46]3)[n:31][cH:32][n:33][c:34]2[cH:35][c:36]1[O:37][CH3:38]. Reactants: NC=1C=C2C(=C(C=NC2=CC1)C#N)NC1=CC(=C(C=C1)F)Cl (6-amino-4-[(3-chloro-4-fluorophenyl)-amino]-3-quinolinecarbonitrile), N1(CCOCC1)CC(C(=O)O)=C (2-morpholin-4ylmethyl-2-propenoic acid), CN1CCOCC1 (N-methylmorpholine), ClC(=O)OCC(C)C (isobutyl chloroformate), C([O-])(O)=O.[Na+] (sodium bicarbonate). The solvent is N1=CC=CC=C1 (pyridine), ThF. Conditions: temperature 0 celsius, time 1 hour. The product is ClC=1C=C(C=CC1F)NC1=C(C=NC2=CC=C(C=C12)NC(C(=C)CN1CCOCC1)=O)C#N (N-{4-[(3-chloro-4-fluorophenyl)amino]-3-cyano-6-quinolinyl}-2-morpholin-4-ylmethyl-2-propenamide). Yield: 9.3%. Reaction SMILES: [N:1]1([CH2:7][C:8](=[CH2:12])[C:9]([OH:11])=O)[CH2:6][CH2:5][O:4][CH2:3][CH2:2]1.CN1CCOCC1.ClC(OCC(C)C)=O.[NH2:28][C:29]1[CH:30]=[C:31]2[C:36](=[CH:37][CH:38]=1)[N:35]=[CH:34][C:33]([C:39]#[N:40])=[C:32]2[NH:41][C:42]1[CH:47]=[CH:46][C:45]([F:48])=[C:44]([Cl:49])[CH:43]=1.C(=O)(O)[O-].[Na+]>N1C=CC=CC=1>[Cl:49][C:44]1[CH:43]=[C:42]([NH:41][C:32]2[C:31]3[C:36](=[CH:37][CH:38]=[C:29]([NH:28][C:9](=[O:11])[C:8]([CH2:7][N:1]4[CH2:2][CH2:3][O:4][CH2:5][CH2:6]4)=[CH2:12])[CH:30]=3)[N:35]=[CH:34][C:33]=2[C:39]#[N:40])[CH:47]=[CH:46][C:45]=1[F:48] |f:4.5|. Procedure: Partially dissolved 1.37 g (8.00 mmol) 2-morpholin-4ylmethyl-2-propenoic acid in 50 ml ThF and chilled to 0° C. under N2. Added 1.06 ml (9.6 mmol) N-methylmorpholine and 833 μl (6.4 mmol) isobutyl chloroformate. Stirred at 0° C. for 1 hour and added a solution of 1.00 g (3.20 mmol) 6-amino-4-[(3-chloro-4-fluorophenyl)-amino]-3-quinolinecarbonitrile in 5 ml pyridine. Stirred overnight at 25° C. Poured onto a mixture of ice and saturated sodium bicarbonate, extracted with ethyl acetate, dried orga... Reactants: BrC=1C=C(CNC)C=CC1 ((3-bromo-benzyl)-methyl-amine), C(C)(C)N(CC)C(C)C (diisopropylethylamine), BrCC(=O)C1=CC=C(C=C1)C (2-bromo-1-p-tolyl-ethanone). The solvent is C(Cl)Cl (methylene chloride). Reaction conditions: temperature 0 celsius, time 4 hour. The product is BrC=1C=C(CN(CC(=O)C2=CC=C(C=C2)C)C)C=CC1 (2-((3-bromobenzyl)(methyl)amino)-1-p-tolylethanone). Isolated yield 98.1%. Reaction SMILES: [Br:1][C:2]1[CH:3]=[C:4]([CH:8]=[CH:9][CH:10]=1)[CH2:5][NH:6][CH3:7].C(N(C(C)C)CC)(C)C.Br[CH2:21][C:22]([C:24]1[CH:29]=[CH:28][C:27]([CH3:30])=[CH:26][CH:25]=1)=[O:23]>C(Cl)Cl>[Br:1][C:2]1[CH:3]=[C:4]([CH:8]=[CH:9][CH:10]=1)[CH2:5][N:6]([CH3:7])[CH2:21][C:22]([C:24]1[CH:29]=[CH:28][C:27]([CH3:30])=[CH:26][CH:25]=1)=[O:23]. Procedure details: To a solution of (3-bromo-benzyl)-methyl-amine (3.0 g, 15.0 mmol) in methylene chloride (60 mL) was added diisopropylethylamine (5.2 mL, 30.0 mmol). The reaction mixture was cooled to 0° C. and treated with 2-bromo-1-p-tolyl-ethanone (3.19 g, 15.0 mmol) portionwise over a period of 10 minutes. The reaction mixture was warmed to room temperature and stirred for 4 hours. The reaction mixture was washed with water (3×), dried over sodium sulfate, filtered, and the solvent was evaporated to afford 2... Reactants: BrC1=NC(=NC(=C1)Br)NC ((4,6-dibromopyrimidin-2-yl)-methylamine), [Na].C1(=CC=CC=C1)S (thiophenol sodium salt). Run in CN1C(CCC1)=O (1-methyl-2-pyrrolidone). The product is BrC1=NC(=NC(=C1)SC1=CC=CC=C1)NC ((4-bromo-6-phenylsulphanylpyrimidin-2-yl)-methylamine). The yield is 65.3%. As a reaction SMILES: [Br:1][C:2]1[CH:7]=[C:6](Br)[N:5]=[C:4]([NH:9][CH3:10])[N:3]=1.[Na].[C:12]1([SH:18])[CH:17]=[CH:16][CH:15]=[CH:14][CH:13]=1>CN1CCCC1=O>[Br:1][C:2]1[CH:7]=[C:6]([S:18][C:12]2[CH:17]=[CH:16][CH:15]=[CH:14][CH:13]=2)[N:5]=[C:4]([NH:9][CH3:10])[N:3]=1 |f:1.2,^1:10|. Reported procedure: 0.33 g (0.00124 mol) of (4,6-dibromopyrimidin-2-yl)-methylamine and 0.33 g (0.00248 mol) of thiophenol sodium salt were stirred in 15 ml of 1-methyl-2-pyrrolidone at 120° C. for 4 hrs. The solvent was removed and the residue was partitioned between water and diethyl ether. The ether phase was washed with sat. sodium chloride solution and dried over MgSO4. After filtration and removal of the solvent the residue was chromatographed on silica gel with diethyl ether/hexane 1:3 and subsequently dried...